From a dataset of the Open Reaction Database (ORD), a public repository of structured organic reaction records. describe an organic reaction: reactants, conditions, products, and yield The reactants are OC=1C=C(C=CC1)C(C)=O (3'-hydroxyacetophenone), Cl.NOCCOC1=CC=C(CC2C(NC(S2)=O)=O)C=C1 (5-[4-(2-aminooxyethoxy)benzyl]-thiazolidine-2,4-dione hydrochloride). Product: OC=1C=C(C=CC1)C(C)=NOCCOC1=CC=C(CC2C(NC(S2)=O)=O)C=C1 (5-(4-{2-[1-(3-Hydroxyphenyl)ethylideneaminooxy]-ethoxy}benzyl)thiazolidine-2,4-dione). Isolated yield 84.2%. Reaction SMILES: [OH:1][C:2]1[CH:3]=[C:4]([C:8](=O)[CH3:9])[CH:5]=[CH:6][CH:7]=1.Cl.[NH2:12][O:13][CH2:14][CH2:15][O:16][C:17]1[CH:30]=[CH:29][C:20]([CH2:21][CH:22]2[S:26][C:25](=[O:27])[NH:24][C:23]2=[O:28])=[CH:19][CH:18]=1>>[OH:1][C:2]1[CH:3]=[C:4]([C:8](=[N:12][O:13][CH2:14][CH2:15][O:16][C:17]2[CH:18]=[CH:19][C:20]([CH2:21][CH:22]3[S:26][C:25](=[O:27])[NH:24][C:23]3=[O:28])=[CH:29][CH:30]=2)[CH3:9])[CH:5]=[CH:6][CH:7]=1 |f:1.2|. Procedure details: Following a procedure similar to that described in Example 40(f), but using 0.33 g of 3'-hydroxyacetophenone and 0.70 g of 5-[4-(2-aminooxyethoxy)benzyl]-thiazolidine-2,4-dione hydrochloride [prepared as described in Example 40(e)], 0.74 g of the title compound, melting at 133-135° C., was obtained. Starting materials: C(C)OC(\C=C\C=C(C1=CC(=CC=C1)OC)C1=CC(=CC=C1)OC)=O ((E)-5,5-bis(3-methoxyphenyl)-2,4-pentadienoic acid ethyl ester). Solvent: [OH-].[Na+] (sodium hydroxide). Yields the product COC=1C=C(C=CC1)C(=C/C=C/C(=O)O)C1=CC(=CC=C1)OC ((E)-5,5-bis (3-methoxyphenyl)-2,4-pentadienoic acid). Yield: 87.6%. As a reaction SMILES: C([O:3][C:4](=[O:25])/[CH:5]=[CH:6]/[CH:7]=[C:8]([C:17]1[CH:22]=[CH:21][CH:20]=[C:19]([O:23][CH3:24])[CH:18]=1)[C:9]1[CH:14]=[CH:13][CH:12]=[C:11]([O:15][CH3:16])[CH:10]=1)C>[OH-].[Na+]>[CH3:24][O:23][C:19]1[CH:18]=[C:17]([C:8]([C:9]2[CH:14]=[CH:13][CH:12]=[C:11]([O:15][CH3:16])[CH:10]=2)=[CH:7]/[CH:6]=[CH:5]/[C:4]([OH:25])=[O:3])[CH:22]=[CH:21][CH:20]=1 |f:1.2|. Procedure details: A mixture of (E)-5,5-bis(3-methoxyphenyl)-2,4-pentadienoic acid ethyl ester (19.8 g) methanol (200 mL) and 2N sodium hydroxide solution (40 mL) was heated at reflux for 30 minutes. After most of the methanol was distilled off in vacuo, the solution was diluted with water (300 ml), acidified with 2N hydrochloric acid (50 mL) and the resulting solid filtered. The dried material (17.8 g) was crystallized from dichloromethane-hexane to afford 15.9 g of (E)-5,5-bis (3-methoxyphenyl)-2,4-pentadienoic ... Reactants: FC=1C=CC(=NC1)C1=NOC(=C1/C=C/C=1SC(=C(N1)C)C(=O)O)C (2-{(E)-2-[3-(5-fluoro-pyridin-2-yl)-5-methyl-isoxazol-4-yl]-vinyl}-4-methyl-thiazole-5-carboxylic acid), NC1CCOCC1 (4-aminotetrahydropyran). Run in CO.O (methanol water). Product: O1CCC(CC1)NC(=O)C1=C(N=C(S1)\C=C\C=1C(=NOC1C)C1=NC=C(C=C1)F)C (2-{(E)-2-[3-(5-Fluoro-pyridin-2-yl)-5-methyl-isoxazol-4-yl]-vinyl}-4-methyl-thiazole-5-carboxylic acid (tetrahydro-pyran-4-yl)-amide). Yield: 70.0%. As a reaction SMILES: [F:1][C:2]1[CH:3]=[CH:4][C:5]([C:8]2[C:12](/[CH:13]=[CH:14]/[C:15]3[S:16][C:17]([C:21]([OH:23])=O)=[C:18]([CH3:20])[N:19]=3)=[C:11]([CH3:24])[O:10][N:9]=2)=[N:6][CH:7]=1.[NH2:25][CH:26]1[CH2:31][CH2:30][O:29][CH2:28][CH2:27]1>CO.O>[O:29]1[CH2:30][CH2:31][CH:26]([NH:25][C:21]([C:17]2[S:16][C:15](/[CH:14]=[CH:13]/[C:12]3[C:8]([C:5]4[CH:4]=[CH:3][C:2]([F:1])=[CH:7][N:6]=4)=[N:9][O:10][C:11]=3[CH3:24])=[N:19][C:18]=2[CH3:20])=[O:23])[CH2:27][CH2:28]1 |f:2.3|. Procedure details: As described for example 71d, 2-{(E)-2-[3-(5-fluoro-pyridin-2-yl)-5-methyl-isoxazol-4-yl]-vinyl}-4-methyl-thiazole-5-carboxylic acid (69 mg, 0.2 mmol) was converted, using 4-aminotetrahydropyran instead of isopropylamine, to the title compound (60 mg, 70%) which was obtained as a white solid after trituration from methanol/water. MS: m/e=429.2 [M+H]+. Starting materials: above prepared solution, amino acid, [Ag] (silver), N[C@@H](CCC(=O)O)C(=O)O (glutamic acid), N[C@@H](CCC(=O)O)C(=O)O (glutamic acid). Solvent: O (water). The product is [Ag].N[C@@H](CCC(=O)O)C(=O)O (Silver glutamic Acid). Reaction SMILES: [NH2:1][C@H:2]([C:8]([OH:10])=[O:9])[CH2:3][CH2:4][C:5]([OH:7])=[O:6].[Ag:11]>O>[Ag:11].[NH2:1][C@H:2]([C:8]([OH:10])=[O:9])[CH2:3][CH2:4][C:5]([OH:7])=[O:6] |f:3.4|. Procedure: By using a micropipet, 230 μl of the above prepared solution was placed in a microtube where 34.61 mg of glutamic acid was added, and the mixture was stirred thoroughly. This amount of glutamic acid represents an equimolar amount of amino acid with respect to the silver ions in the above prepared solution. Instantly, an insoluble material was observed. This insoluble dispersant has microbial killing activities. This prepared solution was then mixed with 50 ml of double distilled-de-ionized water... The reactants are COC(=O)c1cc([N+](=O)[O-])c(C(F)(F)F)cc1NC(C)=O, CO, [H][H]. Yields the product COC(=O)c1cc(N)c(C(F)(F)F)cc1NC(C)=O. As a reaction SMILES: [CH3:1][O:2][C:3]([c:4]1[c:5]([NH:17][C:18]([CH3:19])=[O:20])[cH:6][c:7]([C:13]([F:14])([F:15])[F:16])[c:8]([N+:10]([O-:11])=[O:12])[cH:9]1)=[O:21].[CH3:24][OH:25].[H:22][H:23]>>[CH3:1][O:2][C:3]([c:4]1[c:5]([NH:17][C:18]([CH3:19])=[O:20])[cH:6][c:7]([C:13]([F:14])([F:15])[F:16])[c:8]([NH2:10])[cH:9]1)=[O:21].